This data is from the Open Reaction Database (ORD), a public repository of structured organic reaction records. The task is: describe an organic reaction: reactants, conditions, products, and yield Reactants: N#Cc1ccc(F)cn1, C1COCCO1, CCO, Cl, N. Yields the product NCc1ccc(F)cn1. Reaction SMILES: [C:1](#[N:2])[c:3]1[n:4][cH:5][c:6]([F:9])[cH:7][cH:8]1.[CH2:14]1[O:15][CH2:16][CH2:17][O:18][CH2:19]1.[CH3:10][CH2:11][OH:12].[ClH:20].[NH3:13]>>[CH2:1]([NH2:2])[c:3]1[n:4][cH:5][c:6]([F:9])[cH:7][cH:8]1. Reaction SMILES: [Br:1][c:2]1[cH:3][c:4]([CH3:17])[c:5](-[n:8]2[n:9][cH:10][c:11]([C:13]([F:14])([F:15])[F:16])[cH:12]2)[n:6][cH:7]1.[C:18]([P:19]([C:20]([CH3:21])([CH3:22])[CH3:23])[c:24]1[cH:25][cH:26][cH:27][cH:28][c:29]1-[c:30]1[c:31]([CH:32]([CH3:33])[CH3:34])[cH:35][c:36]([CH:37]([CH3:38])[CH3:39])[cH:40][c:41]1[CH:42]([CH3:43])[CH3:44])([CH3:45])([CH3:46])[CH3:47].[CH2:50]1[O:51][CH2:52][CH2:53][O:54][CH2:55]1.[K+:49].[O:58]=[C:59]([CH:60]=[CH:61][c:62]1[cH:63][cH:64][cH:65][cH:66][cH:67]1)[CH:68]=[CH:69][c:70]1[cH:71][cH:72][cH:73][cH:74][cH:75]1.[O:76]=[C:77]([CH:78]=[CH:79][c:80]1[cH:81][cH:82][cH:83][cH:84][cH:85]1)[CH:86]=[CH:87][c:88]1[cH:89][cH:90][cH:91][cH:92][cH:93]1.[O:94]=[C:95]([CH:96]=[CH:97][c:98]1[cH:99][cH:100][cH:101][cH:102][cH:103]1)[CH:104]=[CH:105][c:106]1[cH:107][cH:108][cH:109][cH:110][cH:111]1.[OH-:48].[Pd:56].[Pd:57]>>[c:2]1([OH:48])[cH:3][c:4]([CH3:17])[c:5](-[n:8]2[n:9][cH:10][c:11]([C:13]([F:14])([F:15])[F:16])[cH:12]2)[n:6][cH:7]1. Product: Cc1cc(O)cnc1-n1cc(C(F)(F)F)cn1. Reactants: Cc1cc(Br)cnc1-n1cc(C(F)(F)F)cn1, CC(C)c1cc(C(C)C)c(-c2ccccc2P(C(C)(C)C)C(C)(C)C)c(C(C)C)c1, C1COCCO1, [K+], O=C(C=Cc1ccccc1)C=Cc1ccccc1, O=C(C=Cc1ccccc1)C=Cc1ccccc1, O=C(C=Cc1ccccc1)C=Cc1ccccc1, [OH-], [Pd], [Pd].